Dataset: the Open Reaction Database (ORD), a public repository of structured organic reaction records. Task: describe an organic reaction: reactants, conditions, products, and yield Starting materials: C1COCCN1, CCOC(=O)C1CC(=O)CC1C(=O)O, CCN=C=NCCCN(C)C, Cl, C1CCOC1, O, On1nnc2ccccc21. Product: CCOC(=O)C1CC(=O)CC1C(=O)N1CCOCC1. As a reaction SMILES: [CH2:15]1[CH2:16][O:17][CH2:18][CH2:19][NH:20]1.[CH2:1]([CH3:2])[O:3][C:4](=[O:5])[CH:6]1[CH:7]([C:12](=[O:13])[OH:14])[CH2:8][C:9](=[O:11])[CH2:10]1.[CH3:33][N:34]([CH3:35])[CH2:36][CH2:37][CH2:38][N:39]=[C:40]=[N:41][CH2:42][CH3:43].[ClH:32].[O:44]1[CH2:45][CH2:46][CH2:47][CH2:48]1.[OH2:21].[OH:22][n:23]1[c:24]2[cH:25][cH:26][cH:27][cH:28][c:29]2[n:30][n:31]1>>[CH2:1]([CH3:2])[O:3][C:4](=[O:5])[CH:6]1[CH:7]([C:12](=[O:14])[N:20]2[CH2:15][CH2:16][O:17][CH2:18][CH2:19]2)[CH2:8][C:9](=[O:11])[CH2:10]1. The reactants are CCOC(=O)c1c(Cc2ccccc2)csc1N, CC(=O)O, O=C1OC(=O)c2ccccc21. Yields the product CCOC(=O)c1c(Cc2ccccc2)csc1N1C(=O)c2ccccc2C1=O. RXN SMILES: [CH2:1]([CH3:2])[O:3][C:4](=[O:5])[c:6]1[c:7]([NH2:18])[s:8][cH:9][c:10]1[CH2:11][c:12]1[cH:13][cH:14][cH:15][cH:16][cH:17]1.[CH3:30][C:31](=[O:32])[OH:33].[O:19]=[C:20]1[O:21][C:22](=[O:23])[c:24]2[cH:25][cH:26][cH:27][cH:28][c:29]21>>[CH2:1]([CH3:2])[O:3][C:4](=[O:5])[c:6]1[c:7]([N:18]2[C:20](=[O:19])[c:29]3[c:24]([cH:25][cH:26][cH:27][cH:28]3)[C:22]2=[O:21])[s:8][cH:9][c:10]1[CH2:11][c:12]1[cH:13][cH:14][cH:15][cH:16][cH:17]1.